This data is from the Open Reaction Database (ORD), a public repository of structured organic reaction records. The task is: describe an organic reaction: reactants, conditions, products, and yield The reactants are CC1=C(C=NC=C1)N1C(NCC1)=O (4-methyl-pyridin-3-yl-imidazolidin-2-one), BrC=1C=CC(=C(C1)C(C)=O)F (1-(5-bromo-2-fluoro-phenyl)-ethanone), N[C@H]1[C@@H](CCCC1)N (trans-1,2-diamino cyclohexane), P(=O)([O-])([O-])[O-].[K+].[K+].[K+] (potassium phosphate). Reagents/catalysts: [Cu](I)I (copper iodide). The solvent is O1CCOCC1 (1,4-dioxane). Yields the product C(C)(=O)C=1C=C(C=CC1F)N1C(N(CC1)C=1C=NC=CC1C)=O (1-(3-acetyl-4-fluoro-phenyl)-3-(4-methyl-pyridin-3-yl)-imidazolidin-2-one). The yield is 19.2%. Reaction SMILES: [CH3:1][C:2]1[CH:7]=[CH:6][N:5]=[CH:4][C:3]=1[N:8]1[CH2:12][CH2:11][NH:10][C:9]1=[O:13].Br[C:15]1[CH:16]=[CH:17][C:18]([F:24])=[C:19]([C:21](=[O:23])[CH3:22])[CH:20]=1.N[C@@H]1CCCC[C@H]1N.P([O-])([O-])([O-])=O.[K+].[K+].[K+]>[Cu](I)I.O1CCOCC1>[C:21]([C:19]1[CH:20]=[C:15]([N:10]2[CH2:11][CH2:12][N:8]([C:3]3[CH:4]=[N:5][CH:6]=[CH:7][C:2]=3[CH3:1])[C:9]2=[O:13])[CH:16]=[CH:17][C:18]=1[F:24])(=[O:23])[CH3:22] |f:3.4.5.6|. Procedure details: Using the same reaction conditions as in Example 14, 1-(4-methyl-pyridin-3-yl-imidazolidin-2-one (I-14b: 500 mg, 2.8248 mmol) was reacted with 1-(5-bromo-2-fluoro-phenyl)-ethanone (610 mg, 2.8248 mmol), 1,4-dioxane (15 mL), copper iodide (53.81 mg, 0.28248 mmol), trans-1,2-diamino cyclohexane (97.03 mg, 0.8474 mmol) and potassium phosphate (1.798 g, 8.474 mmol) to afford the crude product. Purification by column chromatography on silica gel (2% MeOH in CHCl3) afforded 170 mg of 1-(3-acetyl-4-flu... The reactants are ClC=1C=C(C=CC1F)N1N=C(C=C1C1=CC(=CC(=C1)OC)F)C(=O)OCC (Ethyl 1-(3-chloro-4-fluorophenyl)-5-(3-fluoro-5-methoxyphenyl)-1H-pyrazole-3-carboxylate), ClC=1C=C(C=CC1F)N1N=C(C=C1C1=CC(=CC(=C1)F)Cl)C(=O)O (1-(3-Chloro-4-fluorophenyl)-5-(3-chloro-5-fluorophenyl)-1H-pyrazole-3-carboxylic acid). Reaction conditions: time 6 hour. The product is ClC=1C=C(C=CC1F)N1N=C(C=C1C1=CC(=CC(=C1)OC)F)C(=O)O (1-(3-Chloro-4-fluorophenyl)-5-(3-fluoro-5-methoxyphenyl)-1H-pyrazole-3-carboxylic acid). RXN SMILES: [Cl:1][C:2]1[CH:3]=[C:4]([N:9]2[C:13]([C:14]3[CH:19]=[C:18]([O:20][CH3:21])[CH:17]=[C:16]([F:22])[CH:15]=3)=[CH:12][C:11]([C:23]([O:25]CC)=[O:24])=[N:10]2)[CH:5]=[CH:6][C:7]=1[F:8].ClC1C=C(N2C(C3C=C(F)C=C(Cl)C=3)=CC(C(O)=O)=N2)C=CC=1F>>[Cl:1][C:2]1[CH:3]=[C:4]([N:9]2[C:13]([C:14]3[CH:19]=[C:18]([O:20][CH3:21])[CH:17]=[C:16]([F:22])[CH:15]=3)=[CH:12][C:11]([C:23]([OH:25])=[O:24])=[N:10]2)[CH:5]=[CH:6][C:7]=1[F:8]. Procedure: The preparation of the title compound takes place starting from the compound of Example 42A in analogy to the synthesis of the compound of Example 71A but with stiffing for 6 hours. 1.38 g of the title compound are obtained. Reactants: Cl (hydrochloric acid), C(C)(=O)OC1=CC(=CC=C1)C(NC=1SC(=CN1)S(=O)C)=O (3-{[5-(methylsulfinyl)-1,3-thiazol-2-yl]carbamoyl}phenyl acetate). The solvent is O1CCCC1 (tetrahydrofuran). Yields the product OC=1C=C(C(=O)NC=2SC(=CN2)S(=O)C)C=CC1 (3-hydroxy-N-[5-(methylsulfinyl)-1,3-thiazol-2-yl]benzamide). As a reaction SMILES: Cl.C([O:5][C:6]1[CH:11]=[CH:10][CH:9]=[C:8]([C:12](=[O:22])[NH:13][C:14]2[S:15][C:16]([S:19]([CH3:21])=[O:20])=[CH:17][N:18]=2)[CH:7]=1)(=O)C>O1CCCC1>[OH:5][C:6]1[CH:7]=[C:8]([CH:9]=[CH:10][CH:11]=1)[C:12]([NH:13][C:14]1[S:15][C:16]([S:19]([CH3:21])=[O:20])=[CH:17][N:18]=1)=[O:22]. Procedure details: 2 M hydrochloric acid (40.0 mL) is added to a suspension of 8 (0.370 g, 1.13 mmol) in tetrahydrofuran (17.0 mL), and the reaction is warmed to reflux. The reaction becomes homogeneous upon heating. After refluxing for 4 hours, the reaction is allowed to cool to room temperature, and is concentrated in vacuo. The residue is suspended in water and filtered. The filter pad is washed with water, air dried, and then re-dissolved in a minimum amount of warm THF. Water is added to the warm THF solution... The reactants are [BH4-], CO, Cc1cc(Cl)cc(C)c1C=O, [Na+]. Product: Cc1cc(Cl)cc(C)c1CO. As a reaction SMILES: [BH4-:12].[CH3:14][OH:15].[Cl:1][c:2]1[cH:3][c:4]([CH3:11])[c:5]([CH:6]=[O:7])[c:8]([CH3:10])[cH:9]1.[Na+:13]>>[Cl:1][c:2]1[cH:3][c:4]([CH3:11])[c:5]([CH2:6][OH:7])[c:8]([CH3:10])[cH:9]1. The reactants are CCCCCCCCCCC(=O)O, O. Product: CCCCCCCCCCCO. Reaction SMILES: [CH3:2][CH2:3][CH2:4][CH2:5][CH2:6][CH2:7][CH2:8][CH2:9][CH2:10][CH2:11][C:12]([OH:13])=[O:14].[O:1]>>[CH3:2][CH2:3][CH2:4][CH2:5][CH2:6][CH2:7][CH2:8][CH2:9][CH2:10][CH2:11][CH2:12][OH:13]. The reactants are CC(C)(C)O, CO, CCN(C(C)C)C(C)C, CC1Cc2ccc(-c3cnn(C)c3)cc2CN1c1cc(Cl)nc(N)n1, C1CNCCNC1. Yields the product CC1Cc2ccc(-c3cnn(C)c3)cc2CN1c1cc(N2CCCNCC2)nc(N)n1. RXN SMILES: [C:42]([OH:43])([CH3:44])([CH3:45])[CH3:46].[CH3:47][OH:48].[CH:33]([N:34]([CH2:35][CH3:36])[CH:37]([CH3:38])[CH3:39])([CH3:40])[CH3:41].[Cl:1][c:2]1[n:3][c:4]([NH2:25])[n:5][c:6]([N:8]2[CH2:9][c:10]3[cH:11][c:12](-[c:19]4[cH:20][n:21][n:22]([CH3:24])[cH:23]4)[cH:13][cH:14][c:15]3[CH2:16][CH:17]2[CH3:18])[cH:7]1.[NH:26]1[CH2:27][CH2:28][NH:29][CH2:30][CH2:31][CH2:32]1>>[c:2]1([N:26]2[CH2:27][CH2:28][NH:29][CH2:30][CH2:31][CH2:32]2)[n:3][c:4]([NH2:25])[n:5][c:6]([N:8]2[CH2:9][c:10]3[cH:11][c:12](-[c:19]4[cH:20][n:21][n:22]([CH3:24])[cH:23]4)[cH:13][cH:14][c:15]3[CH2:16][CH:17]2[CH3:18])[cH:7]1. Reactants: C1(=CC=CC=C1)C1=CC=C(C=O)C=C1 (4-phenyl benzaldehyde), N1=C(C=C(C=C1)C)C (2,4-lutidine). The solvent is C(C)(=O)OC(C)=O (acetic anhydride). Run at temperature 150 celsius. Yields the product CC1=CC(=NC=C1)\C=C\C1=CC=C(C=C1)C1=CC=CC=C1 ((E)-4-Methyl-2-(4-phenylphenyl)ethenylpyridine). Isolated yield 45.3%. As a reaction SMILES: [C:1]1([C:7]2[CH:14]=[CH:13][C:10]([CH:11]=O)=[CH:9][CH:8]=2)[CH:6]=[CH:5][CH:4]=[CH:3][CH:2]=1.[N:15]1[CH:20]=[CH:19][C:18]([CH3:21])=[CH:17][C:16]=1[CH3:22]>C(OC(=O)C)(=O)C>[CH3:21][C:18]1[CH:19]=[CH:20][N:15]=[C:16](/[CH:22]=[CH:11]/[C:10]2[CH:13]=[CH:14][C:7]([C:1]3[CH:6]=[CH:5][CH:4]=[CH:3][CH:2]=3)=[CH:8][CH:9]=2)[CH:17]=1. Procedure: A mixture of 4-phenyl benzaldehyde (6.45 g), 2,4-lutidine (7.59 g) and acetic anhydride (10 ml) was heated at a bath temperature of 150° C. for 12 hr, and refluxed under heating for 12 hr. The reaction mixture was concentrated under reduced pressure to dryness. The residue was purified by silica gel column chromatography (eluent: hexane/ethyl acetate=9/1-5/1) to give the objective compound (4.35 g) as a yellow solid. Starting materials: C(C=C)N (Allylamine), C1(\C=C/C(=O)O1)=O (maleic anhydride). Solvent: C1CCOC1 (THF). Yields the product C(C=C)NC(\C=C/C(=O)O)=O (N-allylmaleamic acid). As a reaction SMILES: [CH2:1]([NH2:4])[CH:2]=[CH2:3].[C:5]1(=[O:11])[O:10][C:8](=[O:9])[CH:7]=[CH:6]1>C1COCC1>[CH2:1]([NH:4][C:5](=[O:11])/[CH:6]=[CH:7]\[C:8]([OH:10])=[O:9])[CH:2]=[CH2:3]. Reported procedure: Allylamine reacts readily with maleic anhydride in THF to give N-allylmaleamic acid (VIII) in quantitative yield. VIII reacts with bisulfite in water to form 3-carboxy-3-sulfo-N-allyl propionamide (IX). At 160° C., (IX) cyclolyzes slowly to form N-allyl-sulfo-succinimide (X). The reactants are O=C([O-])O, Oc1nc(C(F)(F)F)nc2c1CCN(Cc1ccccc1)C2, CCOC(C)=O, CCCCCC, [Na+], O=P(Cl)(Cl)c1ccccc1. Yields the product FC(F)(F)c1nc(Cl)c2c(n1)CN(Cc1ccccc1)CC2. Reaction SMILES: [C:39](=[O:40])([OH:41])[O-:42].[CH2:1]([c:2]1[cH:3][cH:4][cH:5][cH:6][cH:7]1)[N:8]1[CH2:9][c:10]2[n:11][c:12]([C:19]([F:20])([F:21])[F:22])[n:13][c:14]([OH:18])[c:15]2[CH2:16][CH2:17]1.[CH3:33][CH2:34][O:35][C:36](=[O:37])[CH3:38].[CH3:44][CH2:45][CH2:46][CH2:47][CH2:48][CH3:49].[Na+:43].[c:23]1([P:24]([Cl:25])(=[O:26])[Cl:31])[cH:27][cH:28][cH:29][cH:30][cH:32]1>>[CH2:1]([c:2]1[cH:3][cH:4][cH:5][cH:6][cH:7]1)[N:8]1[CH2:9][c:10]2[n:11][c:12]([C:19]([F:20])([F:21])[F:22])[n:13][c:14]([Cl:31])[c:15]2[CH2:16][CH2:17]1. Starting materials: O=C1NC(=O)c2ccccc21, O=C([O-])[O-], CN(C)C=O, FC(F)CCl, [K+], [K+], [K]. Yields the product O=C1c2ccccc2C(=O)N1CC(F)F. As a reaction SMILES: [C:12]1(=[O:22])[c:13]2[c:14]([cH:18][cH:19][cH:20][cH:21]2)[C:15](=[O:17])[NH:16]1.[C:6](=[O:7])([O-:8])[O-:9].[CH3:24][N:25]([CH3:26])[CH:27]=[O:28].[F:1][CH:2]([CH2:3][Cl:4])[F:5].[K+:10].[K+:11].[K:23]>>[F:1][CH:2]([CH2:3][N:16]1[C:12](=[O:22])[c:13]2[c:14]([cH:18][cH:19][cH:20][cH:21]2)[C:15]1=[O:17])[F:5].